The task is: describe an organic reaction: reactants, conditions, products, and yield. This data is from the Open Reaction Database (ORD), a public repository of structured organic reaction records. Starting materials: [Al+3], CC(=O)N1CC2OC(c3ccccc3)(C1)c1ccccc12, C1CCOC1, [H-], [H-], [H-], [H-], [Li+], [Na+], [OH-], O. The product is CCN1CC2OC(c3ccccc3)(C1)c1ccccc12. Reaction SMILES: [Al+3:2].[C:7]([CH3:8])(=[O:9])[N:10]1[CH2:11][CH:12]2[c:13]3[c:14]([cH:24][cH:25][cH:26][cH:27]3)[C:15]([c:17]3[cH:18][cH:19][cH:20][cH:21][cH:22]3)([CH2:16]1)[O:23]2.[CH2:31]1[O:32][CH2:33][CH2:34][CH2:35]1.[H-:1].[H-:4].[H-:5].[H-:6].[Li+:3].[Na+:30].[OH-:29].[OH2:28]>>[CH2:7]([CH3:8])[N:10]1[CH2:11][CH:12]2[c:13]3[c:14]([cH:24][cH:25][cH:26][cH:27]3)[C:15]([c:17]3[cH:18][cH:19][cH:20][cH:21][cH:22]3)([CH2:16]1)[O:23]2. Starting materials: CC1C(=O)NCCN1c1cccc(OC(F)(F)F)c1, Cc1ccccc1, ClCCCN1CCCCC1, ClCCCN1CCCCC1, Cl, [H-], [Na+]. The product is CC1C(=O)N(CCCN2CCCCC2)CCN1c1cccc(OC(F)(F)F)c1. Reaction SMILES: [CH3:3][CH:4]1[C:5](=[O:21])[NH:6][CH2:7][CH2:8][N:9]1[c:10]1[cH:11][c:12]([O:16][C:17]([F:18])([F:19])[F:20])[cH:13][cH:14][cH:15]1.[CH3:43][c:44]1[cH:45][cH:46][cH:47][cH:48][cH:49]1.[Cl:22][CH2:23][CH2:24][CH2:25][N:26]1[CH2:27][CH2:28][CH2:29][CH2:30][CH2:31]1.[Cl:33][CH2:34][CH2:35][CH2:36][N:37]1[CH2:38][CH2:39][CH2:40][CH2:41][CH2:42]1.[ClH:32].[H-:2].[Na+:1]>>[CH3:3][CH:4]1[C:5](=[O:21])[N:6]([CH2:23][CH2:24][CH2:25][N:26]2[CH2:27][CH2:28][CH2:29][CH2:30][CH2:31]2)[CH2:7][CH2:8][N:9]1[c:10]1[cH:11][c:12]([O:16][C:17]([F:18])([F:19])[F:20])[cH:13][cH:14][cH:15]1. Reactants: NCC(CNC1=CC(=NC2=CC=C(C=C12)C)N1CCS(C2=C(C1)C=CC=C2)(=O)=O)(O)C (1-Amino-3-{[2-(1,1-dioxido-2,3-dihydro-1,4-benzothiazepin-4(5H)-yl)-6-methylquinolin-4-yl]amino}-2-methylpropan-2-ol), C(C)(=O)[O-].[K+] (potassium acetate), N#CBr (cyanogen bromide). Solvent: CO (methanol), O (water), CO (methanol). Reaction conditions: temperature 0 celsius, time 4 hour. Yields the product NC=1OC(CN1)(C)CNC1=CC(=NC2=CC=C(C=C12)C)N1CCS(C2=C(C1)C=CC=C2)(=O)=O (N-[(2-Amino-5-methyl-4,5-dihydro-1,3-oxazol-5-yl)methyl]-2-(1,1-dioxido-2,3-dihydro-1,4-benzothiazepin-4(5H)-yl)-6-methylquinolin-4-amine). Isolated yield 38.2%. Reaction SMILES: [NH2:1][CH2:2][C:3]([CH3:31])([OH:30])[CH2:4][NH:5][C:6]1[C:15]2[C:10](=[CH:11][CH:12]=[C:13]([CH3:16])[CH:14]=2)[N:9]=[C:8]([N:17]2[CH2:23][C:22]3[CH:24]=[CH:25][CH:26]=[CH:27][C:21]=3[S:20](=[O:29])(=[O:28])[CH2:19][CH2:18]2)[CH:7]=1.C([O-])(=O)C.[K+].[N:37]#[C:38]Br>CO.O>[NH2:37][C:38]1[O:30][C:3]([CH2:4][NH:5][C:6]2[C:15]3[C:10](=[CH:11][CH:12]=[C:13]([CH3:16])[CH:14]=3)[N:9]=[C:8]([N:17]3[CH2:23][C:22]4[CH:24]=[CH:25][CH:26]=[CH:27][C:21]=4[S:20](=[O:29])(=[O:28])[CH2:19][CH2:18]3)[CH:7]=2)([CH3:31])[CH2:2][N:1]=1 |f:1.2|. Reported procedure: To a mixture of 1-amino-3-{[2-(1,1-dioxido-2,3-dihydro-1,4-benzothiazepin-4(5H)-yl)-6-methylquinolin-4-yl]amino}-2-methylpropan-2-ol (200 mg, 0.45 mmol, prepared in analogy to Example 11-4) and potassium acetate (240 mg, 2.4 mmol) in methanol (8 mL) and water (2 mL) which was cooled to 0° C., a cooled solution of cyanogen bromide (52.3 mg, 0.5 mmol) in methanol (2 mL) was added. After being stirred at room temperature for 4 hours, the reaction mixture was concentrated in vacuo. The residue was d...